This data is from the Open Reaction Database (ORD), a public repository of structured organic reaction records. The task is: describe an organic reaction: reactants, conditions, products, and yield Reactants: NC(C)C1=CC=C(C(=O)OC)C=C1 (methyl 4-(1-aminoethyl)benzoate), O.O.O.O.O.O.O.O.O.O.S(=O)(=O)([O-])[O-].[Na+].[Na+] (sodium sulfate decahydrate), [H-].[Al+3].[Li+].[H-].[H-].[H-] (lithium aluminum hydride). The solvent is O1CCCC1 (tetrahydrofuran), O1CCCC1 (tetrahydrofuran). Conditions: time 1 hour. Product: NC(C)C1=CC=C(C=C1)CO ([4-(1-aminoethyl)phenyl]methanol). Yield: 94.3%. As a reaction SMILES: [H-].[Al+3].[Li+].[H-].[H-].[H-].[NH2:7][CH:8]([C:10]1[CH:19]=[CH:18][C:13]([C:14](OC)=[O:15])=[CH:12][CH:11]=1)[CH3:9].O.O.O.O.O.O.O.O.O.O.S([O-])([O-])(=O)=O.[Na+].[Na+]>O1CCCC1>[NH2:7][CH:8]([C:10]1[CH:19]=[CH:18][C:13]([CH2:14][OH:15])=[CH:12][CH:11]=1)[CH3:9] |f:0.1.2.3.4.5,7.8.9.10.11.12.13.14.15.16.17.18.19|. Procedure: To 5 mL of tetrahydrofuran solution containing 177.8 mg of lithium aluminum hydride, 3 mL of tetrahydrofuran solution containing 245 mg of methyl 4-(1-aminoethyl)benzoate (synthesized according to a method disclosed in page 115 in Pamphlet of International Publication WO 03/024,955) was added, and then stirred for 1 hour. Thereto, sodium sulfate decahydrate was added until there are no bubbles, and stirred overnight at room temperature. The mixture was filtered through celite, the filtrate was c... Reactants: S-(4-methoxybenzyl)-N-(2-(N′,N′-dimethylamino)ethyl) thiosalicylamide, C(C1=CC=CC=C1)SC=1C(C(=O)Cl)=CC=CC1 (S-benzylthiosalicyloyl chloride), COC1=CC=C(CSC=2C(C(=O)O)=CC=CC2)C=C1 (S-(4-methoxybenzyl)thiosalicylic acid), O=S(Cl)Cl (SOCl2), cold solution, CN1CCNCC1 (1-methylpiperazine). The solvent is C1=CC=CC=C1 (benzene), O (water), C1=CC=CC=C1 (benzene). Conditions: time 8 hour. The product is COC1=CC=C(CSC=2C(C(=O)N3CCN(CC3)C)=CC=CC2)C=C1 (N1-(S-(4-methoxybenzyl) thiosalicyloyl)-N4-methylpiperazine), product. The yield is 47.0%. RXN SMILES: C(SC1C(=CC=CC=1)C(Cl)=O)C1C=CC=CC=1.[CH3:18][O:19][C:20]1[CH:36]=[CH:35][C:23]([CH2:24][S:25][C:26]2[C:27](=[CH:31][CH:32]=[CH:33][CH:34]=2)[C:28]([OH:30])=O)=[CH:22][CH:21]=1.O=S(Cl)Cl.[CH3:41][N:42]1[CH2:47][CH2:46][NH:45][CH2:44][CH2:43]1>C1C=CC=CC=1.O>[CH3:18][O:19][C:20]1[CH:21]=[CH:22][C:23]([CH2:24][S:25][C:26]2[C:27](=[CH:31][CH:32]=[CH:33][CH:34]=2)[C:28]([N:45]2[CH2:46][CH2:47][N:42]([CH3:41])[CH2:43][CH2:44]2)=[O:30])=[CH:35][CH:36]=1. Procedure: The compound N1-(S-(4-methoxybenzyl) thiosalicyloyl)-N4-methylpiperazine (compound 2) was prepared in a manner similar to that described above for S-(4-methoxybenzyl)-N-(2-(N′,N′-dimethylamino)ethyl) thiosalicylamide. After preparing the S-benzylthiosalicyloyl chloride from 0.02M(5.487 g) of S-(4-methoxybenzyl)thiosalicylic acid and 20 mL of SOCl2, the mixture was suspended in warm benzene (30 mL) and was slowly added to a 20 mL cold solution of 4.007 g (0.04M) 1-methylpiperazine in benzene. The... Starting materials: C(=O)C=1OC2=C(C1)C=C(C=C2)C#N (2-Formyl-1-benzofuran-5-carbonitrile), C(#N)CC(=O)OCC (ethyl cyanoacetate), N1CCCCC1 (Piperidine), C(C)OC(C=C(C)NC1=CC(=CC=C1)C(F)(F)F)=O (Ethyl-3-{[3-(trifluoromethyl)phenyl]amino}-2-butenoate), N1CCCCC1 (piperidine). The solvent is C(C)O (ethanol), C(C)O (ethanol). Reaction conditions: time 2 hour. Yields the product NC=1N(C(=C(C(C1C(=O)OCC)C=1OC2=C(C1)C=C(C=C2)C#N)C(=O)OCC)C)C2=CC(=CC=C2)C(F)(F)F (Diethyl 2-amino-4-(5-cyano-1-benzofuran-2-yl)-6-methyl-1-[3-(trifluoromethyl)-phenyl]-1,4-dihydro-3,5-pyridinedicarboxylate). RXN SMILES: [CH:1]([C:3]1[O:4][C:5]2[CH:11]=[CH:10][C:9]([C:12]#[N:13])=[CH:8][C:6]=2[CH:7]=1)=O.[C:14]([CH2:16][C:17]([O:19][CH2:20][CH3:21])=[O:18])#[N:15].N1CCCCC1.[CH2:28]([O:30][C:31](=[O:46])[CH:32]=[C:33]([NH:35][C:36]1[CH:41]=[CH:40][CH:39]=[C:38]([C:42]([F:45])([F:44])[F:43])[CH:37]=1)[CH3:34])[CH3:29]>C(O)C>[NH2:15][C:14]1[N:35]([C:36]2[CH:41]=[CH:40][CH:39]=[C:38]([C:42]([F:43])([F:44])[F:45])[CH:37]=2)[C:33]([CH3:34])=[C:32]([C:31]([O:30][CH2:28][CH3:29])=[O:46])[CH:1]([C:3]2[O:4][C:5]3[CH:11]=[CH:10][C:9]([C:12]#[N:13])=[CH:8][C:6]=3[CH:7]=2)[C:16]=1[C:17]([O:19][CH2:20][CH3:21])=[O:18]. Reported procedure: 2-Formyl-1-benzofuran-5-carbonitrile (157 mg, 0.915 mmol) and ethyl cyanoacetate (103 mg, 0.915 mmol) are dissolved in ethanol (8 ml). Piperidine (2.3 mg, 0.027 mmol) is added, and the reaction mixture is stirred for two hours at room temperature. A solution of Example 1A (253 mg, 0.915 mmol) and piperidine (7.8 mg, 0.091 ml) in ethanol (2 ml) is added, and the reaction mixture is stirred at reflux (95° C.) overnight (18 h). The crude reaction mixture is concentrated in vacuo, dissolved in DMSO ... RXN SMILES: Cl[CH:2]([C:6]1[CH:21]=[CH:20][C:9]2[O:10][CH2:11][C:12]3[CH:19]=[CH:18][CH:17]=[CH:16][C:13]=3[C:14](=[O:15])[C:8]=2[CH:7]=1)[C:3]([OH:5])=[O:4].[H][H]>[C].[Pd].C(OCC)(=O)C>[O:15]=[C:14]1[C:13]2[CH:16]=[CH:17][CH:18]=[CH:19][C:12]=2[CH2:11][O:10][C:9]2[CH:20]=[CH:21][C:6]([CH2:2][C:3]([OH:5])=[O:4])=[CH:7][C:8]1=2 |f:2.3|. The reactants are [H][H] (hydrogen), ClC(C(=O)O)C1=CC2=C(OCC3=C(C2=O)C=CC=C3)C=C1 (6,11-dihydro-α-chloro-11-oxodibenz[b,e]oxepin-2-acetic acid), 4A, alumina silicate, sodium cation. Procedure: A mixture containing 6,11-dihydro-α-chloro-11-oxodibenz[b,e]oxepin-2-acetic acid in the amount of 0.2 grams, 0.2 grams of 5% palladium-carbon reduction catalyst, 30 ml ethyl acetate and commercially available 4Å molecular sieve (Davidson Grade 514, Type 4A, 8-12 mesh beads, alumina silicate base with sodium cation, available from W. R. Grace) was treated with hydrogen (10 psi). The reduction reaction was run for 4 hours and then worked up by filtration and concentration in vacuo to yield 0.18 gr... Run in C(C)(=O)OCC (ethyl acetate). The product is O=C1C2=C(OCC3=C1C=CC=C3)C=CC(=C2)CC(=O)O (6,11-dihydro-11-oxodibenz[b,e]oxepin-2-acetic acid). Reagents/catalysts: [C].[Pd] (palladium-carbon). Reaction conditions: time 4 hour. Reactants: FC1=C(C#N)C=CC(=C1)CC=O (2-fluoro-4-(2-oxoethyl)benzonitrile), [N+](=O)([O-])C1=CC=C(C=C1)CCN1CCNCC1 (1-[2-(4-nitrophenyl)ethyl]piperazine), [BH-](OC(=O)C)(OC(=O)C)OC(=O)C.[Na+] (NaBH(OAc)3). Run in C(Cl)Cl (DCM), C(Cl)Cl (DCM). Product: FC1=C(C#N)C=CC(=C1)CCN1CCN(CC1)CCC1=CC=C(C=C1)[N+](=O)[O-] (2-Fluoro-4-(2-{4-[2-(4-nitrophenyl)ethyl]piperazin-1-yl}ethyl)benzonitrile). As a reaction SMILES: [F:1][C:2]1[CH:9]=[C:8]([CH2:10][CH:11]=O)[CH:7]=[CH:6][C:3]=1[C:4]#[N:5].[N+:13]([C:16]1[CH:21]=[CH:20][C:19]([CH2:22][CH2:23][N:24]2[CH2:29][CH2:28][NH:27][CH2:26][CH2:25]2)=[CH:18][CH:17]=1)([O-:15])=[O:14].[BH-](OC(C)=O)(OC(C)=O)OC(C)=O.[Na+]>C(Cl)Cl>[F:1][C:2]1[CH:9]=[C:8]([CH2:10][CH2:11][N:27]2[CH2:28][CH2:29][N:24]([CH2:23][CH2:22][C:19]3[CH:18]=[CH:17][C:16]([N+:13]([O-:15])=[O:14])=[CH:21][CH:20]=3)[CH2:25][CH2:26]2)[CH:7]=[CH:6][C:3]=1[C:4]#[N:5] |f:2.3|. Procedure: A solution of 2-fluoro-4-(2-oxoethyl)benzonitrile (140 mg, 0.88 mmol), 1-[2-(4-nitrophenyl)ethyl]piperazine (170 mg, 0.73 mmol) and NaBH(OAc)3 (620 mg, 2.9 mmol) in anhydrous DCM (10 mL) was stirred at ambient temperature overnight. The reaction was completed according to TLC. The reaction mixture was added 20 mL of DCM, washed with brine, separated the organic layer, dried over anhydrous sodium sulfate and concentrated. The residue was purified by preparative TLC to give the product. 1H-NMR (40... The reactants are CO, O=C(Nc1ccc(CC2CCN(S(=O)(=O)c3ccccc3)CC2)cc1)C(F)(F)F, [Li+], [OH-], O. Yields the product Nc1ccc(CC2CCN(S(=O)(=O)c3ccccc3)CC2)cc1. As a reaction SMILES: [CH3:32][OH:33].[F:1][C:2]([F:3])([F:4])[C:28]([NH:5][c:6]1[cH:7][cH:8][c:9]([CH2:12][CH:13]2[CH2:14][CH2:15][N:16]([S:19](=[O:20])(=[O:21])[c:22]3[cH:23][cH:24][cH:25][cH:26][cH:27]3)[CH2:17][CH2:18]2)[cH:10][cH:11]1)=[O:29].[Li+:30].[OH-:31].[OH2:34]>>[NH2:5][c:6]1[cH:7][cH:8][c:9]([CH2:12][CH:13]2[CH2:14][CH2:15][N:16]([S:19](=[O:20])(=[O:21])[c:22]3[cH:23][cH:24][cH:25][cH:26][cH:27]3)[CH2:17][CH2:18]2)[cH:10][cH:11]1. Procedure: The bromide from Example XIX (7.5 g, 0.024 mol) was dissolved in butan-2-one (70 ml), after which powdered potassium iodide (6.8 g, 0.04 mol) and pyridine (0.2 ml) were added. The mixture was refluxed for 11/2 hours, mixed with ether, and filtered. Evaporation yielded 8.2 g product (95% by weight yield). RXN SMILES: Br[CH2:2][CH2:3][CH2:4][CH:5]1[O:17][CH2:16][CH2:15][O:14][CH:6]1[CH2:7][CH:8]1[O:13][CH2:12][CH2:11][O:10][CH2:9]1.[I-:18].[K+].N1C=CC=CC=1.CCOCC>CC(=O)CC>[I:18][CH2:2][CH2:3][CH2:4][CH:5]1[O:17][CH2:16][CH2:15][O:14][CH:6]1[CH2:7][CH:8]1[O:13][CH2:12][CH2:11][O:10][CH2:9]1 |f:1.2|. Reactants: CCOCC (ether), [I-].[K+] (potassium iodide), N1=CC=CC=C1 (pyridine), BrCCCC1C(CC2COCCO2)OCCO1 (8-bromo-1,4-bis(ethylenedioxy)octane). Solvent: CC(CC)=O (butan-2-one). The yield is 95.9%. Product: ICCCC1C(CC2COCCO2)OCCO1 (8-iodo-1,4-bis(ethylenedioxy)octane).